Dataset: the Open Reaction Database (ORD), a public repository of structured organic reaction records. Task: describe an organic reaction: reactants, conditions, products, and yield Reported procedure: To a solution of the starting quinone from step 1 herein (56 mg; 0.22 mmol) in toluene (50 ml) was added 1-acetoxy-1,3-butadiene (30 μl; 11 eq). The mixture was stirred overnight at room temperature and was then concentrated and applied to a column of silica gel using 1-15% acetone in benzene to elute the product which was then recrystallized from dichloromethane:pentane affording the title compound as a yellow solid (10 mg; 15%). Run in C1(=CC=CC=C1)C (toluene). As a reaction SMILES: [C:1]([NH:4][C@H:5]1[C:14]2[C:13](=[O:15])[CH:12]=[CH:11][C:10](=[O:16])[C:9]=2[CH2:8][C@H:7]([CH2:17][CH3:18])[O:6]1)(=[O:3])[CH3:2].C(O[CH:23]=[CH:24][CH:25]=[CH2:26])(=O)C>C1(C)C=CC=CC=1>[O:16]=[C:10]1[C:9]2[CH2:8][C@H:7]([CH2:17][CH3:18])[O:6][C@@H:5]([NH:4][C:1](=[O:3])[CH3:2])[C:14]=2[C:13](=[O:15])[C:12]2[C:11]1=[CH:23][CH:24]=[CH:25][CH:26]=2. Reaction conditions: time 8 hour. Product: O=C1C2=CC=CC=C2C(C=2[C@@H](O[C@H](CC21)CC)NC(C)=O)=O (Trans-5,10-dioxo-1-acetamido-3-ethyl-3,4,5,10-tetrahydro-1H-naphtho-[2,3-c]-pyran). Reactants: C(C)(=O)N[C@@H]1O[C@H](CC=2C(C=CC(C12)=O)=O)CC ((trans)-1-acetamido-5,8-dioxo-3-ethyl-5,8-dihydro-isochroman), C(C)(=O)OC=CC=C (1-acetoxy-1,3-butadiene). Starting materials: S1C(=CC=C1)CC(=O)OC (methyl 2-(2-thienyl)acetate), CP(OC)(OC)=O (dimethyl methylphosphonate), P([O-])([O-])=O (phosphonate), C(CCC)[Li] (n-butyllithium). Solvent: C(C)(=O)O (acetic acid), O1CCCC1 (tetrahydrofuran), CCCCCC (hexane). Conditions: time 5 minute. Yields the product O=C(CP(OC)(OC)=O)CC=1SC=CC1 (dimethyl 2-oxo-3(2-thienyl)propylphosphonate). The yield is 12.9%. As a reaction SMILES: [CH3:1][P:2](=[O:7])([O:5][CH3:6])[O:3][CH3:4].P(=O)([O-])[O-].C([Li])CCC.[S:17]1[CH:21]=[CH:20][CH:19]=[C:18]1[CH2:22][C:23](OC)=[O:24]>O1CCCC1.CCCCCC.C(O)(=O)C>[O:24]=[C:23]([CH2:22][C:18]1[S:17][CH:21]=[CH:20][CH:19]=1)[CH2:1][P:2](=[O:7])([O:5][CH3:6])[O:3][CH3:4]. Procedure: A solution of 37.2 g (0.3 mole) dimethyl methylphosphonate (Aldrich) in 400 ml dry tetrahydrofuran was cooled to -78° in a dry nitrogen atmosphere. To the stirred phosphonate solution was added 194 ml of 1.6 M n-butyllithium in hexane solution (Alfa Inorganics, Inc.) dropwise over a period of 18 minutes at such a rate that the reaction temperature never rose above -65°. After an additional 5 minutes stirring at -78°, 23.4 g (0.15 mole) methyl 2-(2-thienyl)acetate was added dropwise at a rate tha... The reactants are C(C)OC(=O)C1(CCNCC1)CCOC (4-(2-methoxy-ethyl)-piperidine-4-carboxylic acid ethyl ester), FC(OC1=C(C=CC=C1)S(=O)(=O)Cl)(F)F (2-trifluoromethoxy-benzenesulfonyl chloride), FC(CC1=CC=C(N)C=C1)(F)F (4-(2,2,2-trifluoro-ethyl)-aniline). The product is FC(CC1=CC=C(C=C1)N1C(C2(CC1)CCN(CC2)S(=O)(=O)C2=C(C=CC=C2)OC(F)(F)F)=O)(F)F (2-[4-(2,2,2-Trifluoro-ethyl)-phenyl]-8-(2-trifluoromethoxy-benzenesulfonyl)-2,8-diaza-spiro[4.5]decan-1-one). Reaction SMILES: C(O[C:4]([C:6]1([CH2:12][CH2:13]OC)[CH2:11][CH2:10][NH:9][CH2:8][CH2:7]1)=[O:5])C.[F:16][C:17]([F:30])([F:29])[O:18][C:19]1[CH:24]=[CH:23][CH:22]=[CH:21][C:20]=1[S:25](Cl)(=[O:27])=[O:26].[F:31][C:32]([F:42])([F:41])[CH2:33][C:34]1[CH:40]=[CH:39][C:37]([NH2:38])=[CH:36][CH:35]=1>>[F:31][C:32]([F:41])([F:42])[CH2:33][C:34]1[CH:40]=[CH:39][C:37]([N:38]2[CH2:13][CH2:12][C:6]3([CH2:7][CH2:8][N:9]([S:25]([C:20]4[CH:21]=[CH:22][CH:23]=[CH:24][C:19]=4[O:18][C:17]([F:30])([F:29])[F:16])(=[O:27])=[O:26])[CH2:10][CH2:11]3)[C:4]2=[O:5])=[CH:36][CH:35]=1. Reported procedure: Off-white solid. MS (ESI): 537.12 (MH+). This example was prepared in analogy to example 1 step C) to D) from 4-(2-methoxy-ethyl)-piperidine-4-carboxylic acid ethyl ester (example 1 step B)), 2-trifluoromethoxy-benzenesulfonyl chloride and 4-(2,2,2-trifluoro-ethyl)-aniline. The product is OC=1C=C(C=C(C(=O)O)C1)C(=O)O (5-hydroxyisophthalic acid). Procedure: Trisodium 5-sulfoisophthalate (312 g) was added to 170 g of a 50% aqueous solution of sodium hydroxide, and the mixture was stirred. Then, 1980 g of 1-phenyl-1-(2,3-dimethylphenyl)-ethane was mixed, and the resulting mixture was heated to 280° C. in a nitrogen stream and dehydrated with stirring. The dehydrated mixture was stirred at 280° C. for 1.5 hours. After cooling, 1 liter of water was added to the reaction mixture to separate the reaction medium. The aqueous layer was decolorized with act... Reaction SMILES: S([C:5]1[CH:6]=[C:7]([C:14]([O-:16])=[O:15])[CH:8]=[C:9]([CH:13]=1)[C:10]([O-:12])=[O:11])(O)(=O)=O.[Na+].[Na+].[Na+].[OH-:20].[Na+].C1(C(C2C=CC=C(C)C=2C)C)C=CC=CC=1>O>[OH:20][C:5]1[CH:6]=[C:7]([C:14]([OH:16])=[O:15])[CH:8]=[C:9]([CH:13]=1)[C:10]([OH:12])=[O:11] |f:0.1.2.3,4.5|. Yield: 94.8%. Reactants: S(=O)(=O)(O)C=1C=C(C=C(C(=O)[O-])C1)C(=O)[O-].[Na+].[Na+].[Na+] (Trisodium 5-sulfoisophthalate), aqueous solution, [OH-].[Na+] (sodium hydroxide), C1(=CC=CC=C1)C(C)C1=C(C(=CC=C1)C)C (1-phenyl-1-(2,3-dimethylphenyl)-ethane). Run at temperature 280 celsius. The solvent is O (water). The reactants are O=C([O-])[O-], COc1ccc(N)c(Oc2ccccc2)c1, COC(=O)c1cccc(I)c1C(=O)OC, Cc1ccccc1, ClCCl, [Cs+], [Cs+], O=C(C=Cc1ccccc1)C=Cc1ccccc1, O=C(C=Cc1ccccc1)C=Cc1ccccc1, O=C(C=Cc1ccccc1)C=Cc1ccccc1, [Pd], [Pd]. The product is COC(=O)c1cccc(Nc2ccc(OC)cc2Oc2ccccc2)c1C(=O)OC. As a reaction SMILES: [C:32](=[O:33])([O-:34])[O-:35].[CH3:16][O:17][c:18]1[cH:19][c:20]([O:25][c:26]2[cH:27][cH:28][cH:29][cH:30][cH:31]2)[c:21]([NH2:24])[cH:22][cH:23]1.[CH3:1][O:2][C:3]([c:4]1[c:5]([C:6](=[O:7])[O:8][CH3:9])[c:10]([I:14])[cH:11][cH:12][cH:13]1)=[O:15].[CH3:38][c:39]1[cH:40][cH:41][cH:42][cH:43][cH:44]1.[Cl:45][CH2:46][Cl:47].[Cs+:36].[Cs+:37].[O:50]=[C:51]([CH:52]=[CH:53][c:54]1[cH:55][cH:56][cH:57][cH:58][cH:59]1)[CH:60]=[CH:61][c:62]1[cH:63][cH:64][cH:65][cH:66][cH:67]1.[O:68]=[C:69]([CH:70]=[CH:71][c:72]1[cH:73][cH:74][cH:75][cH:76][cH:77]1)[CH:78]=[CH:79][c:80]1[cH:81][cH:82][cH:83][cH:84][cH:85]1.[O:86]=[C:87]([CH:88]=[CH:89][c:90]1[cH:91][cH:92][cH:93][cH:94][cH:95]1)[CH:96]=[CH:97][c:98]1[cH:99][cH:100][cH:101][cH:102][cH:103]1.[Pd:48].[Pd:49]>>[CH3:1][O:2][C:3]([c:4]1[c:5]([C:6](=[O:7])[O:8][CH3:9])[c:10]([NH:24][c:21]2[c:20]([O:25][c:26]3[cH:27][cH:28][cH:29][cH:30][cH:31]3)[cH:19][c:18]([O:17][CH3:16])[cH:23][cH:22]2)[cH:11][cH:12][cH:13]1)=[O:15].